From a dataset of the Open Reaction Database (ORD), a public repository of structured organic reaction records. describe an organic reaction: reactants, conditions, products, and yield Reactants: O.O.[Cl-].[Ca+2].[Cl-] (calcium chloride dihydrate), O.O.O.O.O.O.O.O.O.O.O.O.P(=O)([O-])([O-])[O-].[Na+].[Na+].[Na+] (trisodium phosphate dodecahydrate), O.O.O.O.O.O.O.P(=O)([O-])([O-])[O-].[Na+].[Na+].[Na+] (sodium phosphate heptahydrate). The solvent is O (water), O (water). Reaction conditions: time 15 minute. Product: P(=O)([O-])([O-])[O-].[Na+].[Na+].[Na+] (sodium phosphate), [Cl-].[Ca+2].[Cl-] (calcium chloride). Reaction SMILES: O.O.O.O.O.O.O.O.O.O.O.O.[P:13]([O-:17])([O-:16])([O-:15])=[O:14].[Na+:18].[Na+].[Na+].O.O.O.O.O.O.O.P([O-])([O-])([O-])=O.[Na+].[Na+].[Na+].O.O.[Cl-:38].[Ca+2:39].[Cl-]>O>[P:13]([O-:17])([O-:16])([O-:15])=[O:14].[Na+:18].[Na+:18].[Na+:18].[Cl-:38].[Ca+2:39].[Cl-:38] |f:0.1.2.3.4.5.6.7.8.9.10.11.12.13.14.15,16.17.18.19.20.21.22.23.24.25.26,27.28.29.30.31,33.34.35.36,37.38.39|. Procedure: A 0.30M sodium phosphate solution is prepared by combining 0.5704 g of trisodium phosphate dodecahydrate and 0.04024 g of dibasic sodium phosphate heptahydrate and dissolved in deionized water to provide the proper molarity. A 0.50M calcium chloride solution is prepared by dissolving 0.0736 g of calcium chloride dihydrate in the appropriate amount of deionized water and the mixture stirred for 15 min. Upon combination of the solutions, an ACP colloid composition is produced. Starting materials: O=C([O-])[O-], [Cs+], [Cs+], [Cu], CC(NC(=O)C1CCC(NS(=O)(=O)c2ccc(Br)cc2)CC1)c1ccc(F)cc1, c1c[nH]cn1. Product: CC(NC(=O)C1CCC(NS(=O)(=O)c2ccc(-n3ccnc3)cc2)CC1)c1ccc(F)cc1. RXN SMILES: [C:35](=[O:36])([O-:37])[O-:38].[Cs+:39].[Cs+:40].[Cu:41].[F:1][c:2]1[cH:3][cH:4][c:5]([CH:8]([CH3:9])[NH:10][C:11](=[O:12])[CH:13]2[CH2:14][CH2:15][CH:16]([NH:19][S:20](=[O:21])(=[O:22])[c:23]3[cH:24][cH:25][c:26]([Br:29])[cH:27][cH:28]3)[CH2:17][CH2:18]2)[cH:6][cH:7]1.[nH:30]1[cH:31][n:32][cH:33][cH:34]1>>[F:1][c:2]1[cH:3][cH:4][c:5]([CH:8]([CH3:9])[NH:10][C:11](=[O:12])[CH:13]2[CH2:14][CH2:15][CH:16]([NH:19][S:20](=[O:21])(=[O:22])[c:23]3[cH:24][cH:25][c:26](-[n:30]4[cH:31][n:32][cH:33][cH:34]4)[cH:27][cH:28]3)[CH2:17][CH2:18]2)[cH:6][cH:7]1. Starting materials: C1CCOC1, O=C(Cl)c1ccc(F)cc1, NCc1cc(Oc2ccc(Nc3cc(-c4ccccc4)nc(N)n3)cc2)ccn1. Yields the product Nc1nc(Nc2ccc(Oc3ccnc(CNC(=O)c4ccc(F)cc4)c3)cc2)cc(-c2ccccc2)n1. RXN SMILES: [CH2:40]1[O:41][CH2:42][CH2:43][CH2:44]1.[F:30][c:31]1[cH:32][cH:33][c:34]([C:35](=[O:36])[Cl:37])[cH:38][cH:39]1.[NH2:1][CH2:2][c:3]1[n:4][cH:5][cH:6][c:7]([O:9][c:10]2[cH:11][cH:12][c:13]([NH:16][c:17]3[n:18][c:19]([NH2:29])[n:20][c:21](-[c:23]4[cH:24][cH:25][cH:26][cH:27][cH:28]4)[cH:22]3)[cH:14][cH:15]2)[cH:8]1>>[NH:1]([CH2:2][c:3]1[n:4][cH:5][cH:6][c:7]([O:9][c:10]2[cH:11][cH:12][c:13]([NH:16][c:17]3[n:18][c:19]([NH2:29])[n:20][c:21](-[c:23]4[cH:24][cH:25][cH:26][cH:27][cH:28]4)[cH:22]3)[cH:14][cH:15]2)[cH:8]1)[C:35]([c:34]1[cH:33][cH:32][c:31]([F:30])[cH:39][cH:38]1)=[O:36].